describe an organic reaction: reactants, conditions, products, and yield From a dataset of the Open Reaction Database (ORD), a public repository of structured organic reaction records. The reactants are CN(C)C(=O)Oc1cccc(NC(=O)C2(N)CCNCC2)c1, CCN(C(C)C)C(C)C, CC(C)O, Cc1c[nH]c2ncnc(Cl)c12. Yields the product Cc1c[nH]c2ncnc(N3CCC(N)(C(=O)Nc4cccc(OC(=O)N(C)C)c4)CC3)c12. As a reaction SMILES: [CH3:1][N:2]([C:3]([O:4][c:5]1[cH:6][c:7]([NH:11][C:12](=[O:13])[C:14]2([NH2:20])[CH2:15][CH2:16][NH:17][CH2:18][CH2:19]2)[cH:8][cH:9][cH:10]1)=[O:21])[CH3:22].[CH:34]([N:35]([CH2:36][CH3:37])[CH:38]([CH3:39])[CH3:40])([CH3:41])[CH3:42].[CH:43]([OH:44])([CH3:45])[CH3:46].[Cl:23][c:24]1[c:25]2[c:26]([n:27][cH:28][n:29]1)[nH:30][cH:31][c:32]2[CH3:33]>>[CH3:1][N:2]([C:3]([O:4][c:5]1[cH:6][c:7]([NH:11][C:12](=[O:13])[C:14]2([NH2:20])[CH2:15][CH2:16][N:17]([c:24]3[c:25]4[c:26]([n:27][cH:28][n:29]3)[nH:30][cH:31][c:32]4[CH3:33])[CH2:18][CH2:19]2)[cH:8][cH:9][cH:10]1)=[O:21])[CH3:22]. Starting materials: O=C([O-])[O-], CC1(CN2CCN(C(=O)CCl)CC2)Cn2cc([N+](=O)[O-])nc2O1, [K+], [K+], CN(C)C=O, O, Oc1ccc(Cl)cc1. Yields the product CC1(CN2CCN(C(=O)COc3ccc(Cl)cc3)CC2)Cn2cc([N+](=O)[O-])nc2O1. Reaction SMILES: [C:32](=[O:33])([O-:34])[O-:35].[Cl:1][CH2:2][C:3](=[O:4])[N:5]1[CH2:6][CH2:7][N:8]([CH2:11][C:12]2([CH3:23])[CH2:13][n:14]3[c:15]([n:17][c:18]([N+:20](=[O:21])[O-:22])[cH:19]3)[O:16]2)[CH2:9][CH2:10]1.[K+:36].[K+:37].[O:38]=[CH:39][N:40]([CH3:41])[CH3:42].[OH2:43].[OH:24][c:25]1[cH:26][cH:27][c:28]([Cl:29])[cH:30][cH:31]1>>[CH2:2]([C:3](=[O:4])[N:5]1[CH2:6][CH2:7][N:8]([CH2:11][C:12]2([CH3:23])[CH2:13][n:14]3[c:15]([n:17][c:18]([N+:20](=[O:21])[O-:22])[cH:19]3)[O:16]2)[CH2:9][CH2:10]1)[O:24][c:25]1[cH:26][cH:27][c:28]([Cl:29])[cH:30][cH:31]1.